Dataset: the Open Reaction Database (ORD), a public repository of structured organic reaction records. Task: describe an organic reaction: reactants, conditions, products, and yield Starting materials: NC1=NC(=CC(=[N+]1[O-])C)N(C)C (2-amino-4-methyl-6-dimethylaminopyrimidine 3-oxide), C(C)(=O)Cl (acetyl chloride). Solvent: C(C)N(CC)CC (triethylamine). Product: C(C)(=O)NC1=NC(=CC(=[N+]1[O-])C)N(C)C (2-Acetamido-4-methyl-6-dimethylaminopyrimidine 3-oxide). Reaction SMILES: [C:1](Cl)(=[O:3])[CH3:2].[NH2:5][C:6]1[N+:11]([O-:12])=[C:10]([CH3:13])[CH:9]=[C:8]([N:14]([CH3:16])[CH3:15])[N:7]=1>C(N(CC)CC)C>[C:1]([NH:5][C:6]1[N+:11]([O-:12])=[C:10]([CH3:13])[CH:9]=[C:8]([N:14]([CH3:15])[CH3:16])[N:7]=1)(=[O:3])[CH3:2]. Reported procedure: Following the procedure described in Example 11, acetyl chloride is reacted in the presence of triethylamine with 2-amino-4-methyl-6-dimethylaminopyrimidine 3-oxide.